This data is from the Open Reaction Database (ORD), a public repository of structured organic reaction records. The task is: describe an organic reaction: reactants, conditions, products, and yield The reactants are CO, Cl, O=S(=O)(Nc1ccc(O)c2ccccc12)c1cccs1, OO. Product: O=S(=O)(Nc1cc(Cl)c(O)c2ccccc12)c1cccs1. RXN SMILES: [CH3:24][OH:25].[ClH:23].[OH:1][c:2]1[cH:3][cH:4][c:5]([NH:12][S:13](=[O:14])(=[O:15])[c:16]2[s:17][cH:18][cH:19][cH:20]2)[c:6]2[cH:7][cH:8][cH:9][cH:10][c:11]12.[OH:21][OH:22]>>[OH:1][c:2]1[c:3]([Cl:23])[cH:4][c:5]([NH:12][S:13](=[O:14])(=[O:15])[c:16]2[s:17][cH:18][cH:19][cH:20]2)[c:6]2[cH:7][cH:8][cH:9][cH:10][c:11]12.